Dataset: the Open Reaction Database (ORD), a public repository of structured organic reaction records. Task: describe an organic reaction: reactants, conditions, products, and yield As a reaction SMILES: [Br:2][CH2:3][CH2:4][CH2:5][c:6]1[cH:7][c:8]([O:16][CH3:17])[c:9]([O:14][CH3:15])[c:10]([O:12][CH3:13])[cH:11]1.[CH3:18][C:19]([CH3:20])=[O:21].[CH3:22][C:23](=[O:24])[OH:25].[Li:1].[O:26]1[CH2:27][CH2:28][CH2:29][CH2:30]1>>[CH2:3]([CH2:4][CH2:5][c:6]1[cH:7][c:8]([O:16][CH3:17])[c:9]([O:14][CH3:15])[c:10]([O:12][CH3:13])[cH:11]1)[C:19]([CH3:18])([CH3:20])[OH:21]. Reactants: COc1cc(CCCBr)cc(OC)c1OC, CC(C)=O, CC(=O)O, [Li], C1CCOC1. Yields the product COc1cc(CCCC(C)(C)O)cc(OC)c1OC.